Dataset: the Open Reaction Database (ORD), a public repository of structured organic reaction records. Task: describe an organic reaction: reactants, conditions, products, and yield Reactants: ClCCl, COC(=O)c1ccccc1S(=O)(=O)N=C=O, COc1cc(OC)nc(N)n1, [Na+], [OH-], O. Product: COC(=O)c1ccccc1S(=O)(=O)NC(=O)Nc1nc(OC)cc(OC)n1. As a reaction SMILES: [CH2:12]([Cl:13])[Cl:14].[CH3:15][O:16][C:17](=[O:18])[c:19]1[c:20]([S:25](=[O:26])(=[O:27])[N:28]=[C:29]=[O:30])[cH:21][cH:22][cH:23][cH:24]1.[NH2:1][c:2]1[n:3][c:4]([O:10][CH3:11])[cH:5][c:6]([O:8][CH3:9])[n:7]1.[Na+:32].[OH-:31].[OH2:33]>>[NH:1]([c:2]1[n:3][c:4]([O:10][CH3:11])[cH:5][c:6]([O:8][CH3:9])[n:7]1)[C:29]([NH:28][S:25]([c:20]1[c:19]([C:17]([O:16][CH3:15])=[O:18])[cH:24][cH:23][cH:22][cH:21]1)(=[O:26])=[O:27])=[O:30]. The reactants are O=C(C(CC#CCN1CCN(CC1)C)C)N1C2=C(NC(C3=C1C=CC=C3)=O)C=CC=N2 (5,11-dihydro-11-[1-oxo-2-methyl-6-(4-methyl-1-piperazinyl)-4-hexynyl]-6H-pyrido[2,3-b][1,4]benzodiazepin-6-one), Cl (hydrochloric acid). Yields the product Cl.Cl.O=C(C(CC#CCN1CCN(CC1)C)C)N1C2=C(NC(C3=C1C=CC=C3)=O)C=CC=N2 (5,11-Dihydro-11-[1-oxo-2-methyl-6-(4-methyl-1-piperazinyl)-4-hexynyl]-6H-pyrido[2,3-b][1,4]benzodiazepin-6-one dihydrochloride). Reaction SMILES: [O:1]=[C:2]([N:16]1[C:22]2[CH:23]=[CH:24][CH:25]=[CH:26][C:21]=2[C:20](=[O:27])[NH:19][C:18]2[CH:28]=[CH:29][CH:30]=[N:31][C:17]1=2)[CH:3]([CH3:15])[CH2:4][C:5]#[C:6][CH2:7][N:8]1[CH2:13][CH2:12][N:11]([CH3:14])[CH2:10][CH2:9]1.[ClH:32]>C(O)C>[ClH:32].[ClH:32].[O:1]=[C:2]([N:16]1[C:22]2[CH:23]=[CH:24][CH:25]=[CH:26][C:21]=2[C:20](=[O:27])[NH:19][C:18]2[CH:28]=[CH:29][CH:30]=[N:31][C:17]1=2)[CH:3]([CH3:15])[CH2:4][C:5]#[C:6][CH2:7][N:8]1[CH2:9][CH2:10][N:11]([CH3:14])[CH2:12][CH2:13]1 |f:3.4.5|. The solvent is C(C)O (ethanol). Reported procedure: 28 g (0.067 mol) of 5,11-dihydro-11-[1-oxo-2-methyl-6-(4-methyl-1-piperazinyl)-4-hexynyl]-6H-pyrido[2,3-b][1,4]benzodiazepin-6-one are suspended in 350 ml of absolute ethanol and 45 ml of ethereal hydrochloric acid are added with stirring at boiling temperature. A clear solution is obtained at first, which goes cloudy again after some time. A fine crystal slurry is precipitated which is cooled and suction filtered and then washed with 50 ml of absolute ethanol and 150 ml of acetone. Reactants: NC=1C=C2C=CC(=CC2=CC1)NC(OC(C)(C)C)=O (tert-Butyl (6-aminonaphthalen-2-yl)carbamate), C(C)(=O)[O-].[NH4+] (ammonium acetate), BrN1C(CCC1=O)=O (N-Bromosuccinimide). Solvent: CC#N (MeCN), CC#N (MeCN). Reaction conditions: time 1 hour. Yields the product NC=1C(=C2C=CC(=CC2=CC1)NC(OC(C)(C)C)=O)Br (tert-Butyl (6-amino-5-bromonaphthalen-2-yl)carbamate). Yield: 77.8%. RXN SMILES: [NH2:1][C:2]1[CH:3]=[C:4]2[C:9](=[CH:10][CH:11]=1)[CH:8]=[C:7]([NH:12][C:13](=[O:19])[O:14][C:15]([CH3:18])([CH3:17])[CH3:16])[CH:6]=[CH:5]2.C([O-])(=O)C.[NH4+].[Br:25]N1C(=O)CCC1=O>CC#N>[NH2:1][C:2]1[C:3]([Br:25])=[C:4]2[C:9](=[CH:10][CH:11]=1)[CH:8]=[C:7]([NH:12][C:13](=[O:19])[O:14][C:15]([CH3:16])([CH3:18])[CH3:17])[CH:6]=[CH:5]2 |f:1.2|. Procedure: tert-Butyl (6-aminonaphthalen-2-yl)carbamate (1.31 g, 5.07 mmol) was stirred with ammonium acetate (39 mg, 0.5 mmol) in MeCN in an ice bath. N-Bromosuccinimide (948 mg, 5.32 mmol) was dissolved in additional MeCN and added slowly over 1 h. Stirring was continued for 1 h at 0° C., and then Celite was added. Solvents were removed under reduced pressure, and the product (1.33 g, 78%) isolated by silica gel chromatography eluting with a gradient of 0→50% EtOAc in heptanes. 1H NMR (CD2Cl2) d 7.94 (d,... The reactants are three, BrC=1C=C(C=CC1OC)CNC(=O)C1=CC(=CC(=C1)C)C(=O)NCC=1C(=C2C(=NC1CC)N(N=C2)CC)NC2CCOCC2 (N-{[3-Bromo-4-(methyloxy)phenyl]methyl}-N′-{[1,6-diethyl-4-(tetrahydro-2H-pyran-4-ylamino)-1H-pyrazolo[3,4-b]pyridin-5-yl]methyl}-5-methyl-1,3-benzenedicarboxamide), C(=O)C=1C=C(C=CC1)B(O)O ((3-formylphenyl)boronic acid), C([O-])([O-])=O.[K+].[K+] (potassium carbonate). The reagents and catalysts are C=1C=CC(=CC1)[P](C=2C=CC=CC2)(C=3C=CC=CC3)[Pd]([P](C=4C=CC=CC4)(C=5C=CC=CC5)C=6C=CC=CC6)([P](C=7C=CC=CC7)(C=8C=CC=CC8)C=9C=CC=CC9)[P](C=1C=CC=CC1)(C=1C=CC=CC1)C=1C=CC=CC1 (Pd(Ph3P)4). Solvent: O1CCOCC1 (1,4-dioxane), C(Cl)Cl (DCM), O (water). Yields the product C(C)N1N=CC=2C1=NC(=C(C2NC2CCOCC2)CNC(=O)C2=CC(=CC(=C2)C)C(=O)NCC=2C=C(C(=CC2)OC)C2=CC(=CC=C2)C=O)CC (N-{[1,6-diethyl-4-(tetrahydro-2H-pyran-4-ylamino)-1H-pyrazolo[3,4-b]pyridin-5-yl]methyl}-N′-{[3′-formyl-6-(methyloxy)-3-biphenylyl]methyl}-5-methyl-1,3-benzenedicarboxamide). Isolated yield 64.4%. As a reaction SMILES: Br[C:2]1[CH:3]=[C:4]([CH2:10][NH:11][C:12]([C:14]2[CH:19]=[C:18]([CH3:20])[CH:17]=[C:16]([C:21]([NH:23][CH2:24][C:25]3[C:26]([NH:38][CH:39]4[CH2:44][CH2:43][O:42][CH2:41][CH2:40]4)=[C:27]4[CH:35]=[N:34][N:33]([CH2:36][CH3:37])[C:28]4=[N:29][C:30]=3[CH2:31][CH3:32])=[O:22])[CH:15]=2)=[O:13])[CH:5]=[CH:6][C:7]=1[O:8][CH3:9].[CH:45]([C:47]1[CH:48]=[C:49](B(O)O)[CH:50]=[CH:51][CH:52]=1)=[O:46].C(=O)([O-])[O-].[K+].[K+]>O1CCOCC1.O.C(Cl)Cl.C1C=CC([P]([Pd]([P](C2C=CC=CC=2)(C2C=CC=CC=2)C2C=CC=CC=2)([P](C2C=CC=CC=2)(C2C=CC=CC=2)C2C=CC=CC=2)[P](C2C=CC=CC=2)(C2C=CC=CC=2)C2C=CC=CC=2)(C2C=CC=CC=2)C2C=CC=CC=2)=CC=1>[CH2:36]([N:33]1[C:28]2=[N:29][C:30]([CH2:31][CH3:32])=[C:25]([CH2:24][NH:23][C:21]([C:16]3[CH:17]=[C:18]([CH3:20])[CH:19]=[C:14]([C:12]([NH:11][CH2:10][C:4]4[CH:3]=[C:2]([C:51]5[CH:50]=[CH:49][CH:48]=[C:47]([CH:45]=[O:46])[CH:52]=5)[C:7]([O:8][CH3:9])=[CH:6][CH:5]=4)=[O:13])[CH:15]=3)=[O:22])[C:26]([NH:38][CH:39]3[CH2:44][CH2:43][O:42][CH2:41][CH2:40]3)=[C:27]2[CH:35]=[N:34]1)[CH3:37] |f:2.3.4,^1:75,77,96,115|. Procedure details: N-{[3-Bromo-4-(methyloxy)phenyl]methyl}-N′-{[1,6-diethyl-4-(tetrahydro-2H-pyran-4-ylamino)-1H-pyrazolo[3,4-b]pyridin-5-yl]methyl}-5-methyl-1,3-benzenedicarboxamide (900 mg, 1.356 mmol), (3-formylphenyl)boronic acid (203 mg, 1.356 mmol), potassium carbonate (562 mg, 4.07 mmol), and Pd(Ph3P)4 (78 mg, 0.068 mmol) were divided into 3 portions and added to three 2-5 mL Biotage microwave vials in 1,4-dioxane (3 mL) and water (1 mL). The vials were capped and the mixtures were microwaved at normal powe... Reactants: C=CCc1cc2c(-c3cc(OC)c(OC)c(OC)c3)coc2cc1O, CCOC(C)=O. Yields the product CCCc1cc2c(-c3cc(OC)c(OC)c(OC)c3)coc2cc1O. As a reaction SMILES: [CH2:1]([CH:2]=[CH2:3])[c:4]1[c:5]([OH:25])[cH:6][c:7]2[c:8]([c:9](-[c:12]3[cH:13][c:14]([O:22][CH3:23])[c:15]([O:20][CH3:21])[c:16]([O:18][CH3:19])[cH:17]3)[cH:10][o:11]2)[cH:24]1.[CH3:26][CH2:27][O:28][C:29](=[O:30])[CH3:31]>>[CH2:1]([CH2:2][CH3:3])[c:4]1[c:5]([OH:25])[cH:6][c:7]2[c:8]([c:9](-[c:12]3[cH:13][c:14]([O:22][CH3:23])[c:15]([O:20][CH3:21])[c:16]([O:18][CH3:19])[cH:17]3)[cH:10][o:11]2)[cH:24]1. Reactants: ice, NCCO (2-aminoethanol), COC(=O)C1=CC=C(C(=O)Cl)C=C1 (4-methoxycarbonylbenzoyl chloride). The solvent is C(Cl)Cl (methylene chloride), C(Cl)Cl (methylene chloride). Run at time 3 hour. The product is OCCNC(C1=CC=C(C=C1)C(=O)OC)=O (N-(2-hydroxyethyl)-4-methoxycarbonylbenzamide). Yield: 88.4%. As a reaction SMILES: [CH3:1][O:2][C:3]([C:5]1[CH:13]=[CH:12][C:8]([C:9](Cl)=[O:10])=[CH:7][CH:6]=1)=[O:4].[NH2:14][CH2:15][CH2:16][OH:17]>C(Cl)Cl>[OH:17][CH2:16][CH2:15][NH:14][C:9](=[O:10])[C:8]1[CH:12]=[CH:13][C:5]([C:3]([O:2][CH3:1])=[O:4])=[CH:6][CH:7]=1. Procedure: Into an ice-cooled and stirred solution of 4-methoxycarbonylbenzoyl chloride 1 (53.6 g, 0.270 mol) in methylene chloride was dropwisely added a solution of 2-aminoethanol (36.3 g, 0.594 mol) in methylene chloride (40 ml) under nitrogen during 1 hr, and the mixture was stirred for 3 hr at room temperature. The resulting precipitate was collected by vacuum filtration, washed thoroughly with water and dried in vacuo at 50° C. to give N-(2-hydroxyethyl)-4-methoxycarbonylbenzamide 2 (53.3 g, 88% yiel... Solvent: C(Cl)(Cl)Cl (chloroform), C1CCOC1 (THF), C1CCOC1 (THF), C1CCOC1 (THF), C1CCOC1 (THF). As a reaction SMILES: [Br:1][C:2]1[CH:15]=[CH:14][C:13]2[O:12][C:11]3[C:6](=[N:7][C:8]([Cl:16])=[CH:9][CH:10]=3)[C:5](=O)[C:4]=2[CH:3]=1.C[Mg]Br.C(OCC)C.II.BrC1C=CC2OC3C(=[N:34][C:35](Cl)=CC=3)C(=C)C=2C=1.[NH3:45].C[CH:47]([OH:49])C>C1COCC1.[Ag]OC#N.C(Cl)(Cl)Cl>[Br:1][C:2]1[CH:15]=[CH:14][C:13]2[O:12][C:11]3[C:6]([C:5]4([CH2:47][O:49][C:35]([NH2:34])=[N:45]4)[C:4]=2[CH:3]=1)=[N:7][C:8]([Cl:16])=[CH:9][CH:10]=3. The product is BrC1=CC2=C(C=C1)OC=1C(=NC(=CC1)Cl)C21N=C(OC1)N (8-bromo-2-chloro-5′H-spiro[chromeno[3,2-b]pyridine-10,4′-oxazol]-2′-amine). Reagents/catalysts: [Ag]OC#N (silver cyanate). Conditions: temperature 0 celsius, time 30 minute. Reported procedure: A RBF was charged with 3-chloro-2-cyanopyridine (40 g, 289 mmol), 4-bromophenol (49.9 g, 289 mmol) and cesium carbonate (113 g, 346 mmol). The reactants were suspended in 50 mL of DMSO and allowed to stir at 85 C overnight. The reaction was cooled to RT and to it was added 600 mL of water. The reaction was filtered and the solid washed with water, air dried to provide 3-(4-bromophenoxy)picolinonitrile as a tan solid. Step 2: A mixture of 3-(4-bromophenoxy)picolinonitrile (57 g, 207 mmol) and 300... The reactants are BrC1=CC=2C(C3=NC(=CC=C3OC2C=C1)Cl)=C (8-bromo-2-chloro-10-methylene-10H-chromeno[3,2-b]pyridine), C[Mg]Br (methylmagnesium bromide), C(C)OCC (diethyl ether), N (ammonia), CC(C)O (2-propanol), II (iodine), BrC1=CC=2C(C3=NC(=CC=C3OC2C=C1)Cl)=O (8-bromo-2-chloro-10H-chromeno[3,2-b]pyridin-10-one).